Dataset: the Open Reaction Database (ORD), a public repository of structured organic reaction records. Task: describe an organic reaction: reactants, conditions, products, and yield Starting materials: FC(C(=O)N(CC(=O)OCC)CP(=O)(OCl)OCl)(F)F (ethyl N-trifluoroacetyl-N-(dichlorophosphonomethyl)glycinate), C(C)(C)N (isopropylamine). Solvent: CCOCC (ether), CCOCC (ether). Run at time 8 hour. The product is FC(C(=O)N(CC(=O)OCC)CP(=O)(ONC(C)C)ONC(C)C)(F)F (ethyl N-trifluoroacetyl-N-(bis(isopropylamino)phosphonomethyl)glycinate). RXN SMILES: [F:1][C:2]([F:20])([F:19])[C:3]([N:5]([CH2:12][P:13]([O:17]Cl)([O:15]Cl)=[O:14])[CH2:6][C:7]([O:9][CH2:10][CH3:11])=[O:8])=[O:4].[CH:21]([NH2:24])([CH3:23])[CH3:22]>CCOCC>[F:1][C:2]([F:20])([F:19])[C:3]([N:5]([CH2:12][P:13]([O:17][NH:24][CH:21]([CH3:23])[CH3:22])([O:15][NH:24][CH:21]([CH3:23])[CH3:22])=[O:14])[CH2:6][C:7]([O:9][CH2:10][CH3:11])=[O:8])=[O:4]. Procedure: To a solution of ethyl N-trifluoroacetyl-N-(dichlorophosphonomethyl)glycinate (6.6 g, 0.02 mole) in 200 ml. of ether was added dropwise with good stirring isopropylamine (4.9 g, 0.08 mole) in 70 ml. of ether. The reaction temperature was controlled by cold water bath. The reaction was stirred at room temperature overnight, then was filtered and the filtrate concentrated in vacuo. The residue was taken up in ether, washed with water, dried, concentrated in vacuo, extracted into hot petroleum ethe...